Dataset: the Open Reaction Database (ORD), a public repository of structured organic reaction records. Task: describe an organic reaction: reactants, conditions, products, and yield The reactants are ClP1N(P(N1C(C)(C)C)Cl)C(C)(C)C (2,4-dichloro-1,3-di-tert-butyl-1,3,2,4-diazadiphosphetidine), C(C)(C)(C)C=1C=C(CCC(=O)OC)C=C(C1O)C(C)(C)C (methyl 3,5-di-tert-butyl-4-hydroxyhydrocinnamate). The solvent is C(C)N(CC)CC (triethylamine). Yields the product C(C)(C)(C)C1=C(OP2N(P(N2C(C)(C)C)OC2=C(C=C(C=C2C(C)(C)C)CCC(=O)OC)C(C)(C)C)C(C)(C)C)C(=CC(=C1)CCC(=O)OC)C(C)(C)C (2,4-Di{2,6-di-tert-butyl-4-[2-(methoxycarbonyl)ethyl]phenoxy }-1,3-di-tert-butyl-1,3,2,4-diazadiphosphetidine). As a reaction SMILES: Cl[P:2]1[N:5]([C:6]([CH3:9])([CH3:8])[CH3:7])[P:4](Cl)[N:3]1[C:11]([CH3:14])([CH3:13])[CH3:12].[C:15]([C:19]1[CH:20]=[C:21]([CH:28]=[C:29]([C:32]([CH3:35])([CH3:34])[CH3:33])[C:30]=1[OH:31])[CH2:22][CH2:23][C:24]([O:26][CH3:27])=[O:25])([CH3:18])([CH3:17])[CH3:16]>C(N(CC)CC)C>[C:15]([C:19]1[CH:20]=[C:21]([CH2:22][CH2:23][C:24]([O:26][CH3:27])=[O:25])[CH:28]=[C:29]([C:32]([CH3:35])([CH3:34])[CH3:33])[C:30]=1[O:31][P:2]1[N:5]([C:6]([CH3:9])([CH3:8])[CH3:7])[P:4]([O:31][C:30]2[C:19]([C:15]([CH3:18])([CH3:17])[CH3:16])=[CH:20][C:21]([CH2:22][CH2:23][C:24]([O:26][CH3:27])=[O:25])=[CH:28][C:29]=2[C:32]([CH3:35])([CH3:34])[CH3:33])[N:3]1[C:11]([CH3:14])([CH3:13])[CH3:12])([CH3:17])([CH3:18])[CH3:16]. Reported procedure: The procedure of Example 1 is repeated using 2,4-dichloro-1,3-di-tert-butyl-1,3,2,4-diazadiphosphetidine, methyl 3,5-di-tert-butyl-4-hydroxyhydrocinnamate and triethylamine to give the title compound.